This data is from the Open Reaction Database (ORD), a public repository of structured organic reaction records. The task is: describe an organic reaction: reactants, conditions, products, and yield The reactants are COC(=O)c1ccc(F)cc1OC, CN1CCNCC1, CS(C)=O, ClCCl, [K+], [K+], O=C([O-])[O-]. The product is COC(=O)c1ccc(N2CCN(C)CC2)cc1OC. As a reaction SMILES: [CH3:1][O:2][c:3]1[c:4]([C:5](=[O:6])[O:7][CH3:8])[cH:9][cH:10][c:11]([F:13])[cH:12]1.[CH3:20][N:21]1[CH2:22][CH2:23][NH:24][CH2:25][CH2:26]1.[CH3:27][S:28]([CH3:29])=[O:30].[Cl:31][CH2:32][Cl:33].[K+:14].[K+:15].[O-:16][C:17]([O-:18])=[O:19]>>[CH3:1][O:2][c:3]1[c:4]([C:5](=[O:6])[O:7][CH3:8])[cH:9][cH:10][c:11]([N:24]2[CH2:23][CH2:22][N:21]([CH3:20])[CH2:26][CH2:25]2)[cH:12]1.